From a dataset of the Open Reaction Database (ORD), a public repository of structured organic reaction records. describe an organic reaction: reactants, conditions, products, and yield Procedure: 5.9 gms (0.02 mol) of 4-bromo t-butyldimethylsiloxybenzene were dissolved in 42 ml of dry THF. The solution was cooled to -78° C. while under an argon atmosphere and 13.1 ml (0.02 mol) of a 1.6M solution of n-butyl lithium in hexane were added. After stirring for fifteen minutes under argon the solution was combined over a twenty-five-minute period with a solution of 4.0 gms (0.02 mol) of 4-bromo-2-thiophene carboxaldehyde in 50 ml. of THF at -78° C. The resulting solution was stirred for one ho... Run in C1CCOC1 (THF), C1CCOC1 (THF), CCCCCC (hexane). RXN SMILES: Br[C:2]1[CH:7]=[CH:6][C:5]([O:8][Si:9]([C:12]([CH3:15])([CH3:14])[CH3:13])([CH3:11])[CH3:10])=[CH:4][CH:3]=1.C([Li])CCC.[Br:21][C:22]1[CH:23]=[C:24]([CH:27]=[O:28])[S:25][CH:26]=1.[CH3:29][Si:30](Cl)([CH3:32])[CH3:31]>C1COCC1.CCCCCC>[O:8]([C:5]1[CH:6]=[CH:7][C:2]([CH:27]([O:28][Si:30]([CH3:32])([CH3:31])[CH3:29])[C:24]2[S:25][CH:26]=[C:22]([Br:21])[CH:23]=2)=[CH:3][CH:4]=1)[Si:9]([C:12]([CH3:15])([CH3:14])[CH3:13])([CH3:11])[CH3:10]. Product: O([Si](C)(C)C(C)(C)C)C1=CC=C(C=C1)C(C1=CC(=CS1)Br)O[Si](C)(C)C (5-[(4-t-butyldimethylsiloxyphenyl)(trimethylsiloxy)methyl]-3-bromothiophene). The reactants are BrC=1C=C(SC1)C=O (4-bromo-2-thiophene carboxaldehyde), C[Si](C)(C)Cl (trimethylsilylchloride), BrC1=CC=C(C=C1)O[Si](C)(C)C(C)(C)C (4-bromo t-butyldimethylsiloxybenzene), solution, C(CCC)[Li] (n-butyl lithium), C[Si](C)(C)Cl (TMSCl).